The task is: describe an organic reaction: reactants, conditions, products, and yield. This data is from the Open Reaction Database (ORD), a public repository of structured organic reaction records. Isolated yield 81.6%. Run in C(C)O (ethanol). Procedure details: To a mixture of methyl 5-({1-[5-(cyclopropylmethoxy)-3-methyl-1-benzofuran-2-yl]-2-methylpropyl}amino)pyridine-2-carboxylate (410 mg) synthesized above, tetrahydrofuran (2.0 mL) and ethanol (2.0 mL) was added 1N aqueous sodium hydroxide solution (2.0 mL), and the mixture was stirred with heating under reflux for 14 hr. The reaction mixture was concentrated under reduced pressure, water (4 mL) was added to the residue, 1N hydrochloric acid (2 mL) was added under ice-cooling, and the mixture was s... Starting materials: C1(CC1)COC=1C=CC2=C(C(=C(O2)C(C(C)C)NC=2C=CC(=NC2)C(=O)OC)C)C1 (methyl 5-({1-[5-(cyclopropylmethoxy)-3-methyl-1-benzofuran-2-yl]-2-methylpropyl}amino)pyridine-2-carboxylate), O1CCCC1 (tetrahydrofuran), [OH-].[Na+] (sodium hydroxide). Yields the product C1(CC1)COC=1C=CC2=C(C(=C(O2)C(C(C)C)NC=2C=CC(=NC2)C(=O)O)C)C1 (5-({1-[5-(cyclopropylmethoxy)-3-methyl-1-benzofuran-2-yl]-2-methylpropyl}amino)pyridine-2-carboxylic acid). As a reaction SMILES: [CH:1]1([CH2:4][O:5][C:6]2[CH:7]=[CH:8][C:9]3[O:13][C:12]([CH:14]([NH:18][C:19]4[CH:20]=[CH:21][C:22]([C:25]([O:27]C)=[O:26])=[N:23][CH:24]=4)[CH:15]([CH3:17])[CH3:16])=[C:11]([CH3:29])[C:10]=3[CH:30]=2)[CH2:3][CH2:2]1.O1CCCC1.[OH-].[Na+]>C(O)C>[CH:1]1([CH2:4][O:5][C:6]2[CH:7]=[CH:8][C:9]3[O:13][C:12]([CH:14]([NH:18][C:19]4[CH:20]=[CH:21][C:22]([C:25]([OH:27])=[O:26])=[N:23][CH:24]=4)[CH:15]([CH3:17])[CH3:16])=[C:11]([CH3:29])[C:10]=3[CH:30]=2)[CH2:3][CH2:2]1 |f:2.3|. The reactants are Cc1cc(C#N)c(=O)[nH]c1C, Cl, [Na+], [OH-], O. Yields the product Cc1ccc(=O)[nH]c1C. RXN SMILES: [CH3:1][c:2]1[cH:3][c:4]([C:10]#[N:11])[c:5](=[O:9])[nH:6][c:7]1[CH3:8].[ClH:12].[Na+:14].[OH-:13].[OH2:15]>>[CH3:1][c:2]1[cH:3][cH:4][c:5](=[O:9])[nH:6][c:7]1[CH3:8].